Dataset: the Open Reaction Database (ORD), a public repository of structured organic reaction records. Task: describe an organic reaction: reactants, conditions, products, and yield Starting materials: C(C=C)O (prop-2-en-1-ol), CC=1C=C(C=C2C=CNC12)O (7-Methyl-1H-indol-5-ol), C(#N)C=P(CCCC)(CCCC)CCCC (cyanomethylenetributylphosphorane). Solvent: C1(=CC=CC=C1)C (toluene). Reaction conditions: temperature 100 celsius. The product is C(C=C)OC=1C=C2C=CNC2=C(C1)C (5-(Allyloxy)-7-methyl-1H-indole). As a reaction SMILES: [CH3:1][C:2]1[CH:3]=[C:4]([OH:11])[CH:5]=[C:6]2[C:10]=1[NH:9][CH:8]=[CH:7]2.[CH2:12](O)[CH:13]=[CH2:14].C(C=P(CCCC)(CCCC)CCCC)#N>C1(C)C=CC=CC=1>[CH2:14]([O:11][C:4]1[CH:5]=[C:6]2[C:10](=[C:2]([CH3:1])[CH:3]=1)[NH:9][CH:8]=[CH:7]2)[CH:13]=[CH2:12]. Procedure: 7-Methyl-1H-indol-5-ol (5.2 g, 35.3 mmol) was dissolved in toluene (221 mL) and prop-2-en-1-ol (2.42 mL, 35.3 mmol) was added followed by cyanomethylenetributylphosphorane (21.32 g, 88 mmol). The reaction was heated at 100° C. After 1 hour the reaction was cooled to room temperature, concentrated and purified by silica gel flash chromatography (0:100 EtOAc:heptanes) to provide the title compound. MS (ESI+) m/z 188.15 (M+H). The reactants are FC1=C(C(=CC=C1)C(=O)OC)NS(=O)(=O)C1=NN2C(C(=NC=C2Br)Br)=N1 (N-(2-fluoro-6-methoxycarbonylphenyl)-5,8-dibromo[1,2,4]triazolo-[1,5-a]pyrazine-2-sulfonamide), solution, 15, C[O-].[Na+] (sodium methoxide). Solvent: C(C)#N (acetonitrile), CO (methanol). The product is FC1=C(C(=CC=C1)C(=O)OC)NS(=O)(=O)C1=NN2C(C(=NC=C2Br)OC)=N1 (N-(2-Fluoro-6-methoxycarbonylphenyl)-5-bromo-8-methoxy[1,2,4]triazolo[1,5-a]pyrazine-2-sulfonamide), solid. As a reaction SMILES: [F:1][C:2]1[CH:7]=[CH:6][CH:5]=[C:4]([C:8]([O:10][CH3:11])=[O:9])[C:3]=1[NH:12][S:13]([C:16]1[N:26]=[C:19]2[C:20](Br)=[N:21][CH:22]=[C:23]([Br:24])[N:18]2[N:17]=1)(=[O:15])=[O:14].[CH3:27][O-:28].[Na+]>C(#N)C.CO>[F:1][C:2]1[CH:7]=[CH:6][CH:5]=[C:4]([C:8]([O:10][CH3:11])=[O:9])[C:3]=1[NH:12][S:13]([C:16]1[N:26]=[C:19]2[C:20]([O:28][CH3:27])=[N:21][CH:22]=[C:23]([Br:24])[N:18]2[N:17]=1)(=[O:15])=[O:14] |f:1.2|. Reported procedure: A solution of 686 mg (1.35 mmol) of N-(2-fluoro-6-methoxycarbonylphenyl)-5,8-dibromo[1,2,4]triazolo-[1,5-a]pyrazine-2-sulfonamide in 10 mL dry acetonitrile was treated with 3.0 mL (3.0 mmol) of a 1M solution of 15 sodium methoxide in dry methanol at 0° C. with stirring. The reaction was quenched after 5min with 0.5mL of glacial acetic acid and the volatiles were removed by evaporation under reduced pressure. The residue was triturated with water and the resulting light brown solid was collected ... Starting materials: CC1([C@@H](N2[C@H](S1)[C@@H](C2=O)NC(=O)[C@@H](C=3C=CC=CC3)N)C(=O)O)C (ampicillin), ClC1=C(C(=O)N(C(=O)Cl)C)C=C(C=C1)Cl (N-(2,5-dichlorobenzoyl)-N-methylcarbamic acid chloride). Yields the product CC1([C@@H](N2[C@H](S1)[C@@H](C2=O)NC(=O)CC3=CC=CC=C3)C(=O)O)C (penicilling). Isolated yield 32.0%. RXN SMILES: [CH3:1][C:2]1([CH3:24])[S:6][C@@H:5]2[C@H:7]([NH:10][C:11]([C@H:13](N)[C:14]3[CH:15]=[CH:16][CH:17]=[CH:18][CH:19]=3)=[O:12])[C:8](=[O:9])[N:4]2[C@H:3]1[C:21]([OH:23])=[O:22].ClC1C=CC(Cl)=CC=1C(N(C)C(Cl)=O)=O>>[CH3:1][C:2]1([CH3:24])[S:6][C@@H:5]2[C@H:7]([NH:10][C:11]([CH2:13][C:14]3[CH:19]=[CH:18][CH:17]=[CH:16][CH:15]=3)=[O:12])[C:8](=[O:9])[N:4]2[C@H:3]1[C:21]([OH:23])=[O:22]. Procedure: This penicilling was prepared from 28 parts by weight of ampicillin and 18.7 parts by weight of N-(2,5-dichlorobenzoyl)-N-methylcarbamic acid chloride, in the manner described in Example 107. Reactants: Cc1cccc(Br)c1, CCOCC, CN1C(=O)CCC1=O, [Mg], O=S(=O)(O)O, c1ccccc1. Product: Cc1cccc(C2(O)CCC(=O)N2C)c1. Reaction SMILES: [Br:1][c:2]1[cH:3][c:4]([CH3:8])[cH:5][cH:6][cH:7]1.[CH2:29]([O:30][CH2:31][CH3:32])[CH3:33].[CH3:10][N:11]1[C:12](=[O:17])[CH2:13][CH2:14][C:15]1=[O:16].[Mg:9].[S:18](=[O:19])(=[O:20])([OH:21])[OH:22].[cH:23]1[cH:24][cH:25][cH:26][cH:27][cH:28]1>>[c:2]1([C:15]2([OH:16])[N:11]([CH3:10])[C:12](=[O:17])[CH2:13][CH2:14]2)[cH:3][c:4]([CH3:8])[cH:5][cH:6][cH:7]1. Reactants: COC(=O)Cc1ccc(Oc2cc(N(COCC[Si](C)(C)C)COCC[Si](C)(C)C)n3nccc3n2)cc1, O=C1CCC(=O)N1I. The product is COC(=O)Cc1ccc(Oc2cc(N(COCC[Si](C)(C)C)COCC[Si](C)(C)C)n3ncc(I)c3n2)cc1. As a reaction SMILES: [CH3:1][Si:2]([CH2:3][CH2:4][O:5][CH2:6][N:7]([c:8]1[cH:9][c:10]([O:17][c:18]2[cH:19][cH:20][c:21]([CH2:24][C:25](=[O:26])[O:27][CH3:28])[cH:22][cH:23]2)[n:11][c:12]2[n:13]1[n:14][cH:15][cH:16]2)[CH2:29][O:30][CH2:31][CH2:32][Si:33]([CH3:34])([CH3:35])[CH3:36])([CH3:37])[CH3:38].[O:39]=[C:40]1[N:41]([I:46])[C:42](=[O:43])[CH2:44][CH2:45]1>>[CH3:1][Si:2]([CH2:3][CH2:4][O:5][CH2:6][N:7]([c:8]1[cH:9][c:10]([O:17][c:18]2[cH:19][cH:20][c:21]([CH2:24][C:25](=[O:26])[O:27][CH3:28])[cH:22][cH:23]2)[n:11][c:12]2[n:13]1[n:14][cH:15][c:16]2[I:46])[CH2:29][O:30][CH2:31][CH2:32][Si:33]([CH3:34])([CH3:35])[CH3:36])([CH3:37])[CH3:38]. Starting materials: P(=O)(Cl)(Cl)Cl (phosphorous oxychloride), C=1C=CC=2C(C1)=CN=NC2O (phthalazinone). Run in C(C)(=O)OCC (ethyl acetate). Conditions: temperature 2.5 celsius. Product: Cl.ClC1=NN=CC2=CC=CC=C12 (1-Chlorophthalazine Hydrochloride). Reaction SMILES: P(Cl)(Cl)([Cl:3])=O.[CH:6]1[CH:7]=[CH:8][C:9]2[C:10](=[CH:12][N:13]=[N:14][C:15]=2O)[CH:11]=1>C(OCC)(=O)C>[ClH:3].[Cl:3][C:15]1[C:9]2[C:10](=[CH:11][CH:6]=[CH:7][CH:8]=2)[CH:12]=[N:13][N:14]=1 |f:3.4|. Reported procedure: A 3-neck 2 L round-bottomed flask was charged with phosphorous oxychloride (306 g, 2 mol. eq.) and cooled to about 0 to 5° C. To this was added 73 g of powdered phthalazinone (0.5 mol eq.). The reaction mass appeared as a suspension and was heated to about 60° C. with stirring. The progress of the reaction was monitored by HPLC. While the reaction mixture was maintained at approximately 50° C., about 65% of the phosphorous oxychloride was distilled out under vacuum. The concentrated reaction mix... Reactants: ClCC1CN(Cc2ccccc2)CCO1, O=C1OC2(CCN(C(=O)c3c[nH]c4cc(Cl)ccc34)CC2)c2ccc(F)cc21. Yields the product O=C1OC2(CCN(C(=O)c3cn(CC4CN(Cc5ccccc5)CCO4)c4cc(Cl)ccc34)CC2)c2ccc(F)cc21. Reaction SMILES: [CH2:29]([c:30]1[cH:31][cH:32][cH:33][cH:34][cH:35]1)[N:36]1[CH2:37][CH:38]([CH2:42][Cl:43])[O:39][CH2:40][CH2:41]1.[Cl:1][c:2]1[cH:3][cH:4][c:5]2[c:6]([C:11](=[O:12])[N:13]3[CH2:14][CH2:15][C:16]4([O:17][C:18](=[O:26])[c:19]5[c:20]4[cH:21][cH:22][c:23]([F:25])[cH:24]5)[CH2:27][CH2:28]3)[cH:7][nH:8][c:9]2[cH:10]1>>[Cl:1][c:2]1[cH:3][cH:4][c:5]2[c:6]([C:11](=[O:12])[N:13]3[CH2:14][CH2:15][C:16]4([O:17][C:18](=[O:26])[c:19]5[c:20]4[cH:21][cH:22][c:23]([F:25])[cH:24]5)[CH2:27][CH2:28]3)[cH:7][n:8]([CH2:42][CH:38]3[CH2:37][N:36]([CH2:29][c:30]4[cH:31][cH:32][cH:33][cH:34][cH:35]4)[CH2:41][CH2:40][O:39]3)[c:9]2[cH:10]1. The solvent is C(C(C)C)C(=O)C (methyl isobutyl ketone). Starting materials: C1NCCC2=C1NC1=CC=CC=C21 (1,2,3,4-Tetrahydro-9H-pyrido[3,4-b]indole), N#N (N2), ClCCN1C(NC2=C1C=CC=C2)=O (1-(2-Chloroethyl)-1,3-dihydro-2H-benzimidazol-2-one), C([O-])([O-])=O.[Na+].[Na+] (sodium carbonate). Reaction SMILES: [CH2:1]1[C:6]2[NH:7][C:8]3[C:13]([C:5]=2[CH2:4][CH2:3][NH:2]1)=[CH:12][CH:11]=[CH:10][CH:9]=3.Cl[CH2:15][CH2:16][N:17]1[C:21]2[CH:22]=[CH:23][CH:24]=[CH:25][C:20]=2[NH:19][C:18]1=[O:26].C(=O)([O-])[O-].[Na+].[Na+].N#N>C(C(C)=O)C(C)C.[I-].C([N+](CCCC)(CCCC)CCCC)CCC>[CH2:1]1[C:6]2[NH:7][C:8]3[C:13]([C:5]=2[CH2:4][CH2:3][N:2]1[CH2:15][CH2:16][N:17]1[C:21]2[CH:22]=[CH:23][CH:24]=[CH:25][C:20]=2[NH:19][C:18]1=[O:26])=[CH:12][CH:11]=[CH:10][CH:9]=3 |f:2.3.4,7.8|. The reagents and catalysts are [I-].C(CCC)[N+](CCCC)(CCCC)CCCC (tetrabutyl ammonium iodide). Procedure details: 1,2,3,4-Tetrahydro-9H-pyrido[3,4-b]indole (1.50 g, 8.7 mmol) was suspended in methyl isobutyl ketone (50 ml). 1-(2-Chloroethyl)-1,3-dihydro-2H-benzimidazol-2-one (1.958 g, 9.58 mmol) was added to the mixture along with sodium carbonate (1.110 g, 10.45 mmol) and tetrabutyl ammonium iodide (10 mg). The suspension was heated to 90° C. for 2 days, under an inert (N2) atmosphere. The mixture was concentrated in vacuo to dryness. Water (70 ml) was added, followed by addition of 2N HCl to pH1. The mixt... The product is C1N(CCC2=C1NC1=CC=CC=C21)CCN2C(NC1=C2C=CC=C1)=O (1-[2-(1,2,3,4-Tetrahydro-9H-pyrido[3,4-b]indol-2-yl)-1-ethyl]-1,3-dihydro-benzimidazol-2-one).